This data is from the Open Reaction Database (ORD), a public repository of structured organic reaction records. The task is: describe an organic reaction: reactants, conditions, products, and yield Starting materials: ClC1=CC=C(C=C1)C1=C(C=2N(C=C1)C(NN2)=O)C2=CC=C(C=C2)Cl (7,8-bis(4-chlorophenyl)-[1,2,4]triazolo[4,3-a]pyridin-3(2H)-one), C(=O)([O-])[O-].[K+].[K+] (K2CO3), BrCCC(F)(F)F (3-bromo-1,1,1-trifluoropropane). Solvent: CN(C)C=O (DMF). Run at temperature 80 celsius. Product: ClC1=CC=C(C=C1)C1=C(C=2N(C=C1)C(N(N2)CCC(F)(F)F)=O)C2=CC=C(C=C2)Cl (7,8-bis(4-chlorophenyl)-2-(3,3,3-triflouropropyl)-[1,2,4]triazolo[4,3-a]pyridin-3(2H)-one). Isolated yield 58.6%. Reaction SMILES: [Cl:1][C:2]1[CH:7]=[CH:6][C:5]([C:8]2[CH:13]=[CH:12][N:11]3[C:14](=[O:17])[NH:15][N:16]=[C:10]3[C:9]=2[C:18]2[CH:23]=[CH:22][C:21]([Cl:24])=[CH:20][CH:19]=2)=[CH:4][CH:3]=1.C([O-])([O-])=O.[K+].[K+].Br[CH2:32][CH2:33][C:34]([F:37])([F:36])[F:35]>CN(C=O)C>[Cl:1][C:2]1[CH:7]=[CH:6][C:5]([C:8]2[CH:13]=[CH:12][N:11]3[C:14](=[O:17])[N:15]([CH2:32][CH2:33][C:34]([F:37])([F:36])[F:35])[N:16]=[C:10]3[C:9]=2[C:18]2[CH:19]=[CH:20][C:21]([Cl:24])=[CH:22][CH:23]=2)=[CH:4][CH:3]=1 |f:1.2.3|. Procedure details: To a stirring mixture of 7,8-bis(4-chlorophenyl)-[1,2,4]triazolo[4,3-a]pyridin-3(2H)-one (50 mg, 0.14 mmol) and K2CO3 (40 mg, 0.28 mmol) in DMF (0.47 mL) at 20° C. was added 3-bromo-1,1,1-trifluoropropane (50 mg, 0.28 mmol). The resulting reaction mixture was heated at 80° C. for 60 min. Analysis by HPLC/MS indicated that starting material had been consumed. The reaction mixture was brought to room temperature, diluted with water, and extracted twice with diethyl ether. The combined organic extr... The reactants are COC=1C=C(C=NC1[N+](=O)[O-])CP(OCC)(OCC)=O (Diethyl [(5-methoxy-6-nitropyridin-3-yl)methyl]phosphonate), COC=1C=C(C=NC1[N+](=O)[O-])CP(OCC)(OCC)=O (Diethyl [(5-methoxy-6-nitropyridin-3-yl)methyl]phosphonate). The reagents and catalysts are [Pd] (Pd/C). The solvent is CO (MeOH). Product: NC1=C(C=C(C=N1)CP(OCC)(OCC)=O)OC (Diethyl [(6-amino-5-methoxypyridin-3-yl)methyl]phosphonate). Yield: 91.9%. RXN SMILES: [CH3:1][O:2][C:3]1[CH:4]=[C:5]([CH2:12][P:13](=[O:20])([O:17][CH2:18][CH3:19])[O:14][CH2:15][CH3:16])[CH:6]=[N:7][C:8]=1[N+:9]([O-])=O>CO.[Pd]>[NH2:9][C:8]1[N:7]=[CH:6][C:5]([CH2:12][P:13](=[O:20])([O:14][CH2:15][CH3:16])[O:17][CH2:18][CH3:19])=[CH:4][C:3]=1[O:2][CH3:1]. Procedure details: Diethyl [(5-methoxy-6-nitropyridin-3-yl)methyl]phosphonate (Compound 308B, 102.6 mg) was hydrogenated in the presence of 10% Pd/C (20 mg) in MeOH (5 mL) under 1 atmosphere for 4 h. The catalyst was filtered off, the filtrate was concentrated, and the residue (85 mg, 92% yield) was used in the next step without purification. 1H NMR (CDCl3, 400 MHz): δ=1.27 (dt, J=2.0, 6.8 Hz, 6 H), 3.02 (d, J=20.8 Hz, 2 H), 3.84 (s, 3 H), 4.01-4.08 (m, 4 H), 4.74 (s, 2H), 6.98 (t, J=2.0 Hz, 1 H), 7.52 (t, J=2.0 H...